From a dataset of the Open Reaction Database (ORD), a public repository of structured organic reaction records. describe an organic reaction: reactants, conditions, products, and yield Starting materials: BrC1=CC=C(S1)C=O (5-bromothiophene-2-carboxaldehyde), FC(C1=CC=C(C=C1)B(O)O)(F)F (4-(trifluoromethyl)benzeneboronic acid), C(=O)([O-])[O-].[K+].[K+] (K2CO3). Reagents/catalysts: C=1C=CC(=CC1)[P](C=2C=CC=CC2)(C=3C=CC=CC3)[Pd]([P](C=4C=CC=CC4)(C=5C=CC=CC5)C=6C=CC=CC6)([P](C=7C=CC=CC7)(C=8C=CC=CC8)C=9C=CC=CC9)[P](C=1C=CC=CC1)(C=1C=CC=CC1)C=1C=CC=CC1 (Pd(PPh3)4). Run in C1(=CC=CC=C1)C (toluene). Run at temperature 95 celsius. Yields the product FC(C1=CC=C(C=C1)C1=CC=C(S1)C=O)(F)F (5-(4-(Trifluoromethyl)phenyl)thiophene-2-carboxaldehyde). The yield is 62.9%. Reaction SMILES: Br[C:2]1[S:6][C:5]([CH:7]=[O:8])=[CH:4][CH:3]=1.[F:9][C:10]([F:21])([F:20])[C:11]1[CH:16]=[CH:15][C:14](B(O)O)=[CH:13][CH:12]=1.C([O-])([O-])=O.[K+].[K+]>C1(C)C=CC=CC=1.C1C=CC([P]([Pd]([P](C2C=CC=CC=2)(C2C=CC=CC=2)C2C=CC=CC=2)([P](C2C=CC=CC=2)(C2C=CC=CC=2)C2C=CC=CC=2)[P](C2C=CC=CC=2)(C2C=CC=CC=2)C2C=CC=CC=2)(C2C=CC=CC=2)C2C=CC=CC=2)=CC=1>[F:9][C:10]([F:21])([F:20])[C:11]1[CH:16]=[CH:15][C:14]([C:2]2[S:6][C:5]([CH:7]=[O:8])=[CH:4][CH:3]=2)=[CH:13][CH:12]=1 |f:2.3.4,^1:38,40,59,78|. Procedure details: A mixture of 5-bromothiophene-2-carboxaldehyde 60.1 (1.03 g, 5.4 mmol), 4-(trifluoromethyl)benzeneboronic acid 61.1 (2.05 g, 10.9 mmol), K2CO3 (2.24 g, 16.2 mmol), and Pd(PPh3)4 (0.60 g, 0.54 mmol) in toluene (15 mL) was stirred for 5 Hours at 95° C. The mixture was cooled to room temperature, filtered through a pad of silica gel (EtOAc), and concentrated. The crude product was chromatographed on silica gel (0-30% EtOAc/hexane) to afford 61.2 (0.87 g, 63%) as off-white crystals. 1H NMR (400 MHz,...